This data is from the Open Reaction Database (ORD), a public repository of structured organic reaction records. The task is: describe an organic reaction: reactants, conditions, products, and yield Reactants: C(CCC)C1=CC=C(C=C1)CNC(CCCC[Si](C)(C)C)=O (N-[(4-butylphenyl)methyl]5-(trimethylsilyl)pentanamide), [H-].[Al+3].[Li+].[H-].[H-].[H-] (lithium aluminum hydride), O.O.O.O.O.O.O.O.O.O.S(=O)(=O)([O-])[O-].[Na+].[Na+] (sodium sulfate decahydrate). The solvent is O1CCCC1 (tetrahydrofuran), O1CCCC1 (tetrahydrofuran). Conditions: time 0.5 hour. Product: C(CCC)C1=CC=C(C=C1)CNCCCCC[Si](C)(C)C (4-Butyl-N-[5-(trimethylsilyl)pentyl]benzenemethanamine). The yield is 94.7%. RXN SMILES: [H-].[Al+3].[Li+].[H-].[H-].[H-].[CH2:7]([C:11]1[CH:16]=[CH:15][C:14]([CH2:17][NH:18][C:19](=O)[CH2:20][CH2:21][CH2:22][CH2:23][Si:24]([CH3:27])([CH3:26])[CH3:25])=[CH:13][CH:12]=1)[CH2:8][CH2:9][CH3:10].O.O.O.O.O.O.O.O.O.O.S([O-])([O-])(=O)=O.[Na+].[Na+]>O1CCCC1>[CH2:7]([C:11]1[CH:16]=[CH:15][C:14]([CH2:17][NH:18][CH2:19][CH2:20][CH2:21][CH2:22][CH2:23][Si:24]([CH3:27])([CH3:26])[CH3:25])=[CH:13][CH:12]=1)[CH2:8][CH2:9][CH3:10] |f:0.1.2.3.4.5,7.8.9.10.11.12.13.14.15.16.17.18.19|. Procedure details: To a suspension of 2.5 g of lithium aluminum hydride in 100 ml of anhydrous tetrahydrofuran was added dropwise a solution of 5.0 g of N-[(4-butylphenyl)methyl]5-(trimethylsilyl)pentanamide in tetrahydrofuran. The resulting mixture was heated at reflux for 16 hours. The mixture was cooled, and the complex was decomposed by the cautious portionwise addition of sodium sulfate decahydrate. The mixture was stirred for 1/2 hour and then filtered. The solid was washed with tetrahydrofuran, and the filt... The reactants are CN(C=1SC(=CN1)CO)C1OCCCC1 ((2-(methyl(tetrahydro-2H-pyran-2-yl)amino)thiazol-5-yl)methanol). The reagents and catalysts are O=[Mn]=O (MnO2). Run in C(Cl)(Cl)Cl (CHCl3). Reaction conditions: time 2 day. The product is CN(C=1SC(=CN1)C=O)C1OCCCC1 (2-(methyl-(tetrahydro-2H-pyran-2-yl)amino)thiazole-5-carbaldehyde). Yield: 95.2%. As a reaction SMILES: [CH3:1][N:2]([CH:10]1[CH2:15][CH2:14][CH2:13][CH2:12][O:11]1)[C:3]1[S:4][C:5]([CH2:8][OH:9])=[CH:6][N:7]=1>C(Cl)(Cl)Cl.O=[Mn]=O>[CH3:1][N:2]([CH:10]1[CH2:15][CH2:14][CH2:13][CH2:12][O:11]1)[C:3]1[S:4][C:5]([CH:8]=[O:9])=[CH:6][N:7]=1. Reported procedure: MnO2 (3 g, 34.82 mmol) was added to a solution of (2-(methyl(tetrahydro-2H-pyran-2-yl)amino)thiazol-5-yl)methanol (1.59 g, 6.96 mmol) in CHCl3 (50 mL). The resulting mixture was stirred at RT for 2 days. Then the solution was filtered through celite and concentrated, yielding 2-(methyl-(tetrahydro-2H-pyran-2-yl)amino)thiazole-5-carbaldehyde (1.5 g, 96%) as a yellow oil. As a reaction SMILES: [CH3:15][S:16][c:17]1[n:18][cH:19][c:20]([O:24][c:25]2[cH:26][n:27][c:28]([CH3:31])[cH:29][cH:30]2)[c:21](=[O:23])[nH:22]1.[CH3:1][N:2]([CH3:3])[CH2:4][c:5]1[s:6][cH:7][c:8]([CH2:10][S:11][CH2:12][CH2:13][NH2:14])[n:9]1.[cH:32]1[cH:33][cH:34][n:35][cH:36][cH:37]1>>[CH3:1][N:2]([CH3:3])[CH2:4][c:5]1[s:6][cH:7][c:8]([CH2:10][S:11][CH2:12][CH2:13][NH:14][c:17]2[n:18][cH:19][c:20]([O:24][c:25]3[cH:26][n:27][c:28]([CH3:31])[cH:29][cH:30]3)[c:21](=[O:23])[nH:22]2)[n:9]1. The reactants are CSc1ncc(Oc2ccc(C)nc2)c(=O)[nH]1, CN(C)Cc1nc(CSCCN)cs1, c1ccncc1. Yields the product Cc1ccc(Oc2cnc(NCCSCc3csc(CN(C)C)n3)[nH]c2=O)cn1. Starting materials: CS(=O)(=O)Cc1ccc(Oc2ccc(N)c(OC3CCOCC3)c2)cn1, CCOC(=O)C(C)C(C)=O, CC#N, CCO, Cl, [K+], O=N[O-], [Na+], [OH-], O. The product is CCOC(=O)C(C)=NNc1ccc(Oc2ccc(CS(C)(=O)=O)nc2)cc1OC1CCOCC1. Reaction SMILES: [CH3:1][S:2](=[O:3])(=[O:4])[CH2:5][c:6]1[cH:7][cH:8][c:9]([O:12][c:13]2[cH:14][c:15]([O:20][CH:21]3[CH2:22][CH2:23][O:24][CH2:25][CH2:26]3)[c:16]([NH2:17])[cH:18][cH:19]2)[cH:10][n:11]1.[CH3:31][CH:32]([C:33](=[O:34])[O:35][CH2:36][CH3:37])[C:38]([CH3:39])=[O:40].[CH3:44][C:45]#[N:46].[CH3:48][CH2:49][OH:50].[ClH:43].[K+:42].[N:27]([O-:28])=[O:29].[Na+:30].[OH-:41].[OH2:47]>>[CH3:1][S:2](=[O:3])(=[O:4])[CH2:5][c:6]1[cH:7][cH:8][c:9]([O:12][c:13]2[cH:14][c:15]([O:20][CH:21]3[CH2:22][CH2:23][O:24][CH2:25][CH2:26]3)[c:16]([NH:17][N:27]=[C:32]([CH3:31])[C:33](=[O:34])[O:35][CH2:36][CH3:37])[cH:18][cH:19]2)[cH:10][n:11]1. Starting materials: C(C)OC(CN(C(C1=C(C(=CC=C1)OCCOCCOCCOCC)OC(CCCC)CCCCCCCCCCCCC)=O)CC(=O)OCC)=O (N-(2-ethoxy-2-oxoethyl)-N-[3-[2-[2-(2-ethoxyethoxy)ethoxy]ethoxy]-(5-octadecyloxy)benzoyl]glycine ethyl ester), [OH-].[Na+] (NaOH). Run in CO (methanol). Yields the product C(=O)(O)CN(CC(=O)O)C(C1=C(C(=CC=C1)OCCOCCOCCOCC)OC(CCCC)CCCCCCCCCCCCC)=O (N-(carboxymethyl)-N-[3-[2-[2-(2-ethoxyethoxy)ethoxy]ethoxy]-(5-octadecyloxy)benzoyl]glycine). The yield is 71.2%. RXN SMILES: C([O:3][C:4](=[O:52])[CH2:5][N:6]([CH2:46][C:47]([O:49]CC)=[O:48])[C:7](=[O:45])[C:8]1[CH:13]=[CH:12][CH:11]=[C:10]([O:14][CH2:15][CH2:16][O:17][CH2:18][CH2:19][O:20][CH2:21][CH2:22][O:23][CH2:24][CH3:25])[C:9]=1[O:26][CH:27]([CH2:32][CH2:33][CH2:34][CH2:35][CH2:36][CH2:37][CH2:38][CH2:39][CH2:40][CH2:41][CH2:42][CH2:43][CH3:44])[CH2:28][CH2:29][CH2:30][CH3:31])C.[OH-].[Na+]>CO>[C:4]([CH2:5][N:6]([C:7](=[O:45])[C:8]1[CH:13]=[CH:12][CH:11]=[C:10]([O:14][CH2:15][CH2:16][O:17][CH2:18][CH2:19][O:20][CH2:21][CH2:22][O:23][CH2:24][CH3:25])[C:9]=1[O:26][CH:27]([CH2:32][CH2:33][CH2:34][CH2:35][CH2:36][CH2:37][CH2:38][CH2:39][CH2:40][CH2:41][CH2:42][CH2:43][CH3:44])[CH2:28][CH2:29][CH2:30][CH3:31])[CH2:46][C:47]([OH:49])=[O:48])([OH:52])=[O:3] |f:1.2|. Procedure: A solution of 1.0 g (1.36 mmol) of N-(2-ethoxy-2-oxoethyl)-N-[3-[2-[2-(2-ethoxyethoxy)ethoxy]ethoxy]-(5-octadecyloxy)benzoyl]glycine ethyl ester and 1.1 ml (6.6 mmol) of 6N NaOH in 25 ml of methanol was stirred at room temperature for 4 hours. The solvent was removed at reduced pressure, the residue was acidified and the product was extracted with ethyl acetate. The dried extract was concentrated to an oil which was purified by chromatography on 30 g of silica gel (230-400 mesh) using 25% methan... Reactants: CC(=O)OCC1=C(c2ccccc2)C(=O)N(C(C)(C)c2ccccc2)CO1, O=C([O-])[O-], CO, [K+], [K+]. The product is CC(C)(c1ccccc1)N1COC(CO)=C(c2ccccc2)C1=O. RXN SMILES: [C:1](=[O:2])([CH3:3])[O:4][CH2:5][C:6]1=[C:7]([c:22]2[cH:23][cH:24][cH:25][cH:26][cH:27]2)[C:8](=[O:21])[N:9]([C:12]([CH3:13])([c:14]2[cH:15][cH:16][cH:17][cH:18][cH:19]2)[CH3:20])[CH2:10][O:11]1.[C:28](=[O:29])([O-:30])[O-:31].[CH3:34][OH:35].[K+:32].[K+:33]>>[OH:4][CH2:5][C:6]1=[C:7]([c:22]2[cH:23][cH:24][cH:25][cH:26][cH:27]2)[C:8](=[O:21])[N:9]([C:12]([CH3:13])([c:14]2[cH:15][cH:16][cH:17][cH:18][cH:19]2)[CH3:20])[CH2:10][O:11]1.